From a dataset of the Open Reaction Database (ORD), a public repository of structured organic reaction records. describe an organic reaction: reactants, conditions, products, and yield Starting materials: N1C=NC(=C1)CCCCl (3-(1H-imidazol-4-yl)propyl chloride), C1(=CC=CC=C1)CCCS (3-phenylpropanethiol), [Na] (sodium). Solvent: C(C)O (ethanol). Product: N1C=NC(=C1)CCCSCCCC1=CC=CC=C1 (3-Phenylpropyl 3-(1H-imidazol-4-yl)propyl sulphide). Reaction SMILES: [NH:1]1[CH:5]=[C:4]([CH2:6][CH2:7][CH2:8]Cl)[N:3]=[CH:2]1.[C:10]1([CH2:16][CH2:17][CH2:18][SH:19])[CH:15]=[CH:14][CH:13]=[CH:12][CH:11]=1.[Na]>C(O)C>[NH:1]1[CH:5]=[C:4]([CH2:6][CH2:7][CH2:8][S:19][CH2:18][CH2:17][CH2:16][C:10]2[CH:15]=[CH:14][CH:13]=[CH:12][CH:11]=2)[N:3]=[CH:2]1 |^1:19|. Procedure details: 5mmol of 3-(1H-imidazol-4-yl)propyl chloride are introduced into a solution of 6 mmol of 3-phenylpropanethiol and 10 mmol of sodium in 30 ml of ethanol and the mixture is brought to reflux for 3 h. The suspension is evaporated under vacuum until dryness, potassium carbonate is added and the mixture is stirred in methanol/water. The residual semi-solid oil is brought to boiling in ethanol with active charcoal, filtered and recrystallized in the hydrogenmaleate form from ethanol/diethyl ether. Starting materials: Cl, Nc1cc2nc(-c3ccc([N+](=O)[O-])cc3)[nH]c2cn1, O, O=C(Cl)c1ccccn1, c1ccncc1. Product: O=C(Nc1cc2nc(-c3ccc([N+](=O)[O-])cc3)[nH]c2cn1)c1ccccn1. As a reaction SMILES: [ClH:20].[N+:1](=[O:2])([O-:3])[c:4]1[cH:5][cH:6][c:7](-[c:10]2[n:11][c:12]3[c:13]([cH:14][n:15][c:16]([NH2:18])[cH:17]3)[nH:19]2)[cH:8][cH:9]1.[OH2:30].[c:21]1([C:27](=[O:28])[Cl:29])[cH:22][cH:23][cH:24][cH:25][n:26]1.[cH:31]1[cH:32][cH:33][n:34][cH:35][cH:36]1>>[N+:1](=[O:2])([O-:3])[c:4]1[cH:5][cH:6][c:7](-[c:10]2[n:11][c:12]3[c:13]([cH:14][n:15][c:16]([NH:18][C:27]([c:21]4[cH:22][cH:23][cH:24][cH:25][n:26]4)=[O:28])[cH:17]3)[nH:19]2)[cH:8][cH:9]1. The reactants are C(=O)(OCC)C=1C=C2N(C=NC=3C=CC=CC23)C1 (2-Carbethoxypyrrolo[1,2-c]quinazoline). The reagents and catalysts are O=[Pt]=O (PtO2). Run in CO (MeOH). Reaction conditions: time 3 hour. The product is C(=O)(OCC)C=1C=C2N(CNC=3C=CC=CC23)C1 (2-Carbethoxy-5,6-dihydropyrrolo[1,2-c]quinazoline). Reaction SMILES: [C:1]([C:6]1[CH:7]=[C:8]2[C:17]3[CH:16]=[CH:15][CH:14]=[CH:13][C:12]=3[N:11]=[CH:10][N:9]2[CH:18]=1)([O:3][CH2:4][CH3:5])=[O:2]>CO.O=[Pt]=O>[C:1]([C:6]1[CH:7]=[C:8]2[C:17]3[CH:16]=[CH:15][CH:14]=[CH:13][C:12]=3[NH:11][CH2:10][N:9]2[CH:18]=1)([O:3][CH2:4][CH3:5])=[O:2]. Reported procedure: The product of Example II (2.5 g, 0.01 m) was dissolved in MeOH (250 ml). The catalyst, PtO2 (0.5 g), was added and the mixture was hydrogenated at 42 p.s.i. for 3 hrs. Filtration and removal of the solvent in vacuo yielded a white solid. Crystallization from MeOH afforded the product as a white solid; m.p. 140°-141° C. The yield is 59.0%. As a reaction SMILES: [C:1]([O:5][C:6]([N:8]1[CH2:13][CH2:12][CH:11]([O:14][C:15]2[CH:16]=[C:17]([CH:21]=[CH:22][CH:23]=2)[C:18](O)=[O:19])[CH2:10][CH2:9]1)=[O:7])([CH3:4])([CH3:3])[CH3:2].[NH2:24][C:25]1[CH:26]=[C:27]([NH:32][C:33](=[O:47])[C:34]2[CH:39]=[C:38]([N:40]3[CH2:45][CH2:44][CH2:43][CH2:42][CH2:41]3)[CH:37]=[C:36]([F:46])[CH:35]=2)[CH:28]=[CH:29][C:30]=1[CH3:31]>>[F:46][C:36]1[CH:35]=[C:34]([CH:39]=[C:38]([N:40]2[CH2:45][CH2:44][CH2:43][CH2:42][CH2:41]2)[CH:37]=1)[C:33]([NH:32][C:27]1[CH:28]=[CH:29][C:30]([CH3:31])=[C:25]([NH:24][C:18](=[O:19])[C:17]2[CH:21]=[CH:22][CH:23]=[C:15]([O:14][CH:11]3[CH2:10][CH2:9][N:8]([C:6]([O:5][C:1]([CH3:4])([CH3:2])[CH3:3])=[O:7])[CH2:13][CH2:12]3)[CH:16]=2)[CH:26]=1)=[O:47]. Reported procedure: Using an analogous procedure to that described in the first paragraph of Example 50, 3-(1-tert-butoxycarbonylpiperidin-4-yloxy)benzoic acid was reacted with N-(3-amino-4-methylphenyl)-3-fluoro-5-piperidinobenzamide to give N-[5-(3-fluoro-5-piperidinobenzamido)-2-methylphenyl]-3-(1-tert-butoxycarbonylpiperidin-4-yloxy)benzamide in 59% yield; NMR Spectrum: (DMSOd6) 1.38 (s, 9H), 1.59 (m, 8H), 1.95 (m, 1H), 2.19 (s, 3H), 3.20 (m, 6H), 3.64 (m, 2H), 4.63 (m, 1H), 6.90 (d, 1H), 7.02 (d, 1H), 7.22 (m,... Reactants: C(C)(C)(C)OC(=O)N1CCC(CC1)OC=1C=C(C(=O)O)C=CC1 (3-(1-tert-butoxycarbonylpiperidin-4-yloxy)benzoic acid), NC=1C=C(C=CC1C)NC(C1=CC(=CC(=C1)N1CCCCC1)F)=O (N-(3-amino-4-methylphenyl)-3-fluoro-5-piperidinobenzamide). Yields the product FC=1C=C(C(=O)NC=2C=CC(=C(C2)NC(C2=CC(=CC=C2)OC2CCN(CC2)C(=O)OC(C)(C)C)=O)C)C=C(C1)N1CCCCC1 (N-[5-(3-fluoro-5-piperidinobenzamido)-2-methylphenyl]-3-(1-tert-butoxycarbonylpiperidin-4-yloxy)benzamide). As a reaction SMILES: [C:1]([CH3:2])([CH3:3])([CH3:4])[c:5]1[cH:6][c:7]([C:13]([CH3:14])=[O:15])[cH:8][c:9]([Cl:12])[c:10]1[OH:11].[C:23](=[O:24])([O-:25])[O-:26].[CH3:16][I:17].[CH3:18][N:19]([CH3:20])[CH:21]=[O:22].[CH3:30][c:31]1[cH:32][cH:33][cH:34][cH:35][cH:36]1.[K+:27].[K+:28].[OH2:29]>>[C:1]([CH3:2])([CH3:3])([CH3:4])[c:5]1[cH:6][c:7]([C:13]([CH3:14])=[O:15])[cH:8][c:9]([Cl:12])[c:10]1[O:11][CH3:18]. Reactants: CC(=O)c1cc(Cl)c(O)c(C(C)(C)C)c1, O=C([O-])[O-], CI, CN(C)C=O, Cc1ccccc1, [K+], [K+], O. Product: COc1c(Cl)cc(C(C)=O)cc1C(C)(C)C. Starting materials: NC(=O)c1cc(N)c(Oc2ccccc2)c(S(N)(=O)=O)c1, [Na+], [OH-]. Yields the product Nc1cc(C(=O)O)cc(S(N)(=O)=O)c1Oc1ccccc1. As a reaction SMILES: [NH2:1][c:2]1[cH:3][c:4]([C:5](=[O:6])[NH2:7])[cH:8][c:9]([S:18]([NH2:19])(=[O:20])=[O:21])[c:10]1[O:11][c:12]1[cH:13][cH:14][cH:15][cH:16][cH:17]1.[Na+:23].[OH-:22]>>[NH2:1][c:2]1[cH:3][c:4]([C:5](=[O:6])[OH:22])[cH:8][c:9]([S:18]([NH2:19])(=[O:20])=[O:21])[c:10]1[O:11][c:12]1[cH:13][cH:14][cH:15][cH:16][cH:17]1. The reactants are OCCOC=1C=C(C(=O)O)C=C(C1OC1=CC(=CC=C1)OC)NS(=O)(=O)C1=CC=C(C=C1)OC (3-(2-hydroxy-ethoxy)-5-(4-methoxy-benzenesulphonylamino)-4-(3-methoxy-phenoxy)-benzoic acid), NC1=CC=CC=C1 (aniline). Product: OCCOC=1C=C(C(=O)NC2=CC=CC=C2)C=C(C1OC1=CC(=CC=C1)OC)NS(=O)(=O)C1=CC=C(C=C1)OC (3-(2-hydroxy-ethoxy)-5-(4-methoxy-benzenesulphonylamino)-4-(3-methoxy-phenoxy)-N-phenyl-benzamide). As a reaction SMILES: [OH:1][CH2:2][CH2:3][O:4][C:5]1[CH:6]=[C:7]([CH:11]=[C:12]([NH:23][S:24]([C:27]2[CH:32]=[CH:31][C:30]([O:33][CH3:34])=[CH:29][CH:28]=2)(=[O:26])=[O:25])[C:13]=1[O:14][C:15]1[CH:20]=[CH:19][CH:18]=[C:17]([O:21][CH3:22])[CH:16]=1)[C:8](O)=[O:9].[NH2:35][C:36]1[CH:41]=[CH:40][CH:39]=[CH:38][CH:37]=1>>[OH:1][CH2:2][CH2:3][O:4][C:5]1[CH:6]=[C:7]([CH:11]=[C:12]([NH:23][S:24]([C:27]2[CH:28]=[CH:29][C:30]([O:33][CH3:34])=[CH:31][CH:32]=2)(=[O:26])=[O:25])[C:13]=1[O:14][C:15]1[CH:20]=[CH:19][CH:18]=[C:17]([O:21][CH3:22])[CH:16]=1)[C:8]([NH:35][C:36]1[CH:41]=[CH:40][CH:39]=[CH:38][CH:37]=1)=[O:9]. Reported procedure: Analogously to Example 74, condensing 3-(2-hydroxy-ethoxy)-5-(4-methoxy-benzenesulphonylamino)-4-(3-methoxy-phenoxy)-benzoic acid with aniline there was obtained 3-(2-hydroxy-ethoxy)-5-(4-methoxy-benzenesulphonylamino)-4-(3-methoxy-phenoxy)-N-phenyl-benzamide. Reactants: C1CNCCN1, CC#N, CCOC(C)=O, Clc1cncc(-c2ccsc2)n1, ClCCl, [K+], [K+], O=C([O-])[O-]. Yields the product c1cc(-c2cncc(N3CCNCC3)n2)cs1. RXN SMILES: [CH2:13]1[CH2:14][NH:15][CH2:16][CH2:17][NH:18]1.[CH3:25][C:26]#[N:27].[CH3:31][CH2:32][O:33][C:34](=[O:35])[CH3:36].[Cl:1][c:2]1[n:3][c:4](-[c:8]2[cH:9][s:10][cH:11][cH:12]2)[cH:5][n:6][cH:7]1.[Cl:28][CH2:29][Cl:30].[K+:19].[K+:20].[O-:21][C:22]([O-:23])=[O:24]>>[c:2]1([N:15]2[CH2:14][CH2:13][NH:18][CH2:17][CH2:16]2)[n:3][c:4](-[c:8]2[cH:9][s:10][cH:11][cH:12]2)[cH:5][n:6][cH:7]1. Reactants: ice, [N+](=O)([O-])C=1C=C(C=CC1)C=1N=C(SC1)N (4-(3-Nitrophenyl)thiazol-2-amine), COC=1C=C(C=CC1OC)S(=O)(=O)Cl (3,4-dimethoxybenzene-1-sulfonyl chloride), CCOC(=O)C (EtOAc). The solvent is C1(=CC=CC=C1)C (toluene), N1=CC=CC=C1 (pyridine), CC(=O)O (HOAc), O (water), C1(=CC=CC=C1)C (toluene), N1=CC=CC=C1 (pyridine). Run at time 23 hour. Yields the product COC=1C=C(C=CC1OC)S(=O)(=O)NC=1SC=C(N1)C1=CC(=CC=C1)[N+](=O)[O-] (3,4-Dimethoxy-N-[4-(3-nitrophenyl)thiazol-2-yl]benzenesulfonamide). Reaction SMILES: [N+:1]([C:4]1[CH:5]=[C:6]([C:10]2[N:11]=[C:12]([NH2:15])[S:13][CH:14]=2)[CH:7]=[CH:8][CH:9]=1)([O-:3])=[O:2].[CH3:16][O:17][C:18]1[CH:19]=[C:20]([S:26](Cl)(=[O:28])=[O:27])[CH:21]=[CH:22][C:23]=1[O:24][CH3:25].CCOC(C)=O>N1C=CC=CC=1.C1(C)C=CC=CC=1.CC(O)=O.O>[CH3:16][O:17][C:18]1[CH:19]=[C:20]([S:26]([NH:15][C:12]2[S:13][CH:14]=[C:10]([C:6]3[CH:7]=[CH:8][CH:9]=[C:4]([N+:1]([O-:3])=[O:2])[CH:5]=3)[N:11]=2)(=[O:27])=[O:28])[CH:21]=[CH:22][C:23]=1[O:24][CH3:25]. Procedure: 4-(3-Nitrophenyl)thiazol-2-amine (1.10 g, 5.0 mmol) was dissolved in dry pyridine (16 mL) and then 3,4-dimethoxybenzene-1-sulfonyl chloride (1.323 g, 5.59 mmol) was added. The reaction mixture was stirred at room temperature for 23 h and then the pyridine was flashed off in vacuo with toluene. The residue was slurried with EtOAc and water. Full solution was achieved and then ice cold 1M NaOH was added. After thorough shaking, the aqueous phase was separated and the organic phase was twice extrac...